From a dataset of the Open Reaction Database (ORD), a public repository of structured organic reaction records. describe an organic reaction: reactants, conditions, products, and yield Reactants: C(C)(C)(C)NC(=O)C1=CN(C2=NC=C(N=C21)C2=NN(C1=CC=C(C=C21)OC(F)F)CCCN2CC(C2)O)COCC[Si](C)(C)C (N-tert-butyl-2-(5-(difluoromethoxy)-1-(3-(3-hydroxyazetidin-1-yl)propyl)-1H-indazol-3-yl)-5-((2-(trimethylsilyl)ethoxy)methyl)-5H-pyrrolo[2,3-b]pyrazine-7-carboxamide), C(=O)(C(F)(F)F)O (TFA). The solvent is ClCCl (dichloromethane). Conditions: temperature 25 celsius, time 18 hour. Product: C(C)(C)(C)NC(=O)C1=CNC2=NC=C(N=C21)C2=NN(C1=CC=C(C=C21)OC(F)F)CCCN2CC(C2)O (N-tert-butyl-2-(5-(difluoromethoxy)-1-(3-(3-hydroxyazetidin-1-yl)propyl)-1H-indazol-3-yl)-5H-pyrrolo[2,3-b]pyrazine-7-carboxamide). Isolated yield 61.2%. RXN SMILES: [C:1]([NH:5][C:6]([C:8]1[C:16]2[C:11](=[N:12][CH:13]=[C:14]([C:17]3[C:25]4[C:20](=[CH:21][CH:22]=[C:23]([O:26][CH:27]([F:29])[F:28])[CH:24]=4)[N:19]([CH2:30][CH2:31][CH2:32][N:33]4[CH2:36][CH:35]([OH:37])[CH2:34]4)[N:18]=3)[N:15]=2)[N:10](COCC[Si](C)(C)C)[CH:9]=1)=[O:7])([CH3:4])([CH3:3])[CH3:2].C(O)(C(F)(F)F)=O>ClCCl>[C:1]([NH:5][C:6]([C:8]1[C:16]2[C:11](=[N:12][CH:13]=[C:14]([C:17]3[C:25]4[C:20](=[CH:21][CH:22]=[C:23]([O:26][CH:27]([F:28])[F:29])[CH:24]=4)[N:19]([CH2:30][CH2:31][CH2:32][N:33]4[CH2:36][CH:35]([OH:37])[CH2:34]4)[N:18]=3)[N:15]=2)[NH:10][CH:9]=1)=[O:7])([CH3:4])([CH3:2])[CH3:3]. Reported procedure: To a pale yellow solution of N-tert-butyl-2-(5-(difluoromethoxy)-1-(3-(3-hydroxyazetidin-1-yl)propyl)-1H-indazol-3-yl)-5-((2-(trimethylsilyl)ethoxy)methyl)-5H-pyrrolo[2,3-b]pyrazine-7-carboxamide (43 mg, 66.8 μmol) in dichloromethane (4.00 mL) was added TFA (740 mg, 0.5 mL, 6.49 mmol, Eq: 97.2), the reaction mixture turned orange and was stirred at 25° C. for 18 h, mixture concentrated and the residue was re-dissolved in 5 mL of a solution of (dichloromethane/MeOH/ammonium hydroxide; 60:10:1) an... Starting materials: CC(C)(C)OC(=O)Nc1cnccc1C(=O)O, Nc1cc(C(F)(F)F)ccc1O, c1ccncc1. Yields the product CC(C)(C)OC(=O)Nc1cnccc1C(=O)Nc1cc(C(F)(F)F)ccc1O. RXN SMILES: [C:1]([CH3:2])([CH3:3])([CH3:4])[O:5][C:6](=[O:7])[NH:8][c:9]1[c:10]([C:11](=[O:12])[OH:13])[cH:14][cH:15][n:16][cH:17]1.[NH2:18][c:19]1[c:20]([OH:29])[cH:21][cH:22][c:23]([C:25]([F:26])([F:27])[F:28])[cH:24]1.[cH:30]1[cH:31][cH:32][n:33][cH:34][cH:35]1>>[C:1]([CH3:2])([CH3:3])([CH3:4])[O:5][C:6](=[O:7])[NH:8][c:9]1[c:10]([C:11](=[O:13])[NH:18][c:19]2[c:20]([OH:29])[cH:21][cH:22][c:23]([C:25]([F:26])([F:27])[F:28])[cH:24]2)[cH:14][cH:15][n:16][cH:17]1. Reactants: CC1=CC(=C(C(=C1)C(=O)C)O)[N+](=O)[O-] (2-Hydroxy-5-methyl-3-nitroacetophenone), ClC=1C=C(C=O)C=CC1F (3-chloro-4-fluorobenzaldehyde). Yields the product ClC=1C=C(C=CC1F)/C=C/C(=O)C1=C(C(=CC(=C1)C)[N+](=O)[O-])O ((E)-3-(3-chloro-4-fluorophenyl)-1-(2-hydroxy-5-methyl-3-nitrophenyl)-2-propen-1-one). The yield is 93.1%. RXN SMILES: [CH3:1][C:2]1[CH:7]=[C:6]([C:8]([CH3:10])=[O:9])[C:5]([OH:11])=[C:4]([N+:12]([O-:14])=[O:13])[CH:3]=1.[Cl:15][C:16]1[CH:17]=[C:18]([CH:21]=[CH:22][C:23]=1[F:24])[CH:19]=O>>[Cl:15][C:16]1[CH:17]=[C:18](/[CH:19]=[CH:10]/[C:8]([C:6]2[CH:7]=[C:2]([CH3:1])[CH:3]=[C:4]([N+:12]([O-:14])=[O:13])[C:5]=2[OH:11])=[O:9])[CH:21]=[CH:22][C:23]=1[F:24]. Procedure: 2-Hydroxy-5-methyl-3-nitroacetophenone (500 mg, 2.56 mmol) and 3-chloro-4-fluorobenzaldehyde (486 mg, 3.07 mmol) were reacted according to the same procedure as Preparation 22 to give 800 mg (Yield 94%) of the title compound. RXN SMILES: [B:68].[CH3:102][C:103](=[O:104])[OH:105].[CH3:18][C:19]([O:20][CH:21]1[CH2:22][CH2:23][CH2:24][CH2:25][O:26]1)([CH2:27][CH2:28][CH2:29][CH2:30][CH3:31])[C:32]#[C:33][Al:34]([C:35]#[C:36][C:37]([O:38][CH:39]1[CH2:40][CH2:41][CH2:42][CH2:43][O:44]1)([CH3:45])[CH2:46][CH2:47][CH2:48][CH2:49][CH3:50])[C:51]#[C:52][C:53]([O:54][CH:55]1[CH2:56][CH2:57][CH2:58][CH2:59][O:60]1)([CH3:61])[CH2:62][CH2:63][CH2:64][CH2:65][CH3:66].[Ga:67].[OH:1][CH:2]1[CH2:3][C:4](=[O:5])[C:6]([CH2:7][CH2:8][CH2:9][CH2:10][CH2:11][CH2:12][C:13]([O:14][CH3:15])=[O:16])=[CH:17]1.[OH:69][CH:70]1[CH:71]([C:86]#[C:87][C:88]([CH2:89][CH2:90][CH2:91][CH2:92][CH3:93])([O:94][CH:95]2[CH2:96][CH2:97][CH2:98][CH2:99][O:100]2)[CH3:101])[CH:72]([CH2:76][CH2:77][CH2:78][CH2:79][CH2:80][CH2:81][C:82](=[O:83])[O:84][CH3:85])[C:73](=[O:75])[CH2:74]1>>[OH:69][CH:70]1[CH:71]([C:86]#[C:87][C:88]([CH2:89][CH2:90][CH2:91][CH2:92][CH3:93])([OH:94])[CH3:101])[CH:72]([CH2:76][CH2:77][CH2:78][CH2:79][CH2:80][CH2:81][C:82](=[O:83])[O:84][CH3:85])[C:73](=[O:75])[CH2:74]1. Yields the product CCCCCC(C)(O)C#CC1C(O)CC(=O)C1CCCCCCC(=O)OC. Starting materials: B, CC(=O)O, CCCCCC(C)(C#C[Al](C#CC(C)(CCCCC)OC1CCCCO1)C#CC(C)(CCCCC)OC1CCCCO1)OC1CCCCO1, [Ga], COC(=O)CCCCCCC1=CC(O)CC1=O, CCCCCC(C)(C#CC1C(O)CC(=O)C1CCCCCCC(=O)OC)OC1CCCCO1. Reactants: CC(=O)OC(C)=O, CCOC(C)=O, Cc1nc(C2CC2)cs1, O=Cc1cccc([N+](=O)[O-])c1. The product is O=[N+]([O-])c1cccc(C=Cc2nc(C3CC3)cs2)c1. Reaction SMILES: [CH3:21][C:22]([O:23][C:24](=[O:25])[CH3:26])=[O:27].[CH3:28][CH2:29][O:30][C:31](=[O:32])[CH3:33].[CH:1]1([c:4]2[n:5][c:6]([CH3:9])[s:7][cH:8]2)[CH2:2][CH2:3]1.[N+:10](=[O:11])([O-:12])[c:13]1[cH:14][c:15]([CH:16]=[O:17])[cH:18][cH:19][cH:20]1>>[CH:1]1([c:4]2[n:5][c:6]([CH:9]=[CH:16][c:15]3[cH:14][c:13]([N+:10](=[O:11])[O-:12])[cH:20][cH:19][cH:18]3)[s:7][cH:8]2)[CH2:2][CH2:3]1.